From a dataset of the Open Reaction Database (ORD), a public repository of structured organic reaction records. describe an organic reaction: reactants, conditions, products, and yield Reactants: CC(C)C(=O)Nc1cccc(C2CCNCC2)c1, CC(CCl)COc1cccc(Cl)c1. Yields the product CC(COc1cccc(Cl)c1)CN1CCC(c2cccc(NC(=O)C(C)C)c2)CC1. Reaction SMILES: [CH3:14][CH:15]([C:16](=[O:17])[NH:18][c:19]1[cH:20][c:21]([CH:25]2[CH2:26][CH2:27][NH:28][CH2:29][CH2:30]2)[cH:22][cH:23][cH:24]1)[CH3:31].[Cl:1][c:2]1[cH:3][c:4]([O:8][CH2:9][CH:10]([CH2:11][Cl:12])[CH3:13])[cH:5][cH:6][cH:7]1>>[Cl:1][c:2]1[cH:3][c:4]([O:8][CH2:9][CH:10]([CH2:11][N:28]2[CH2:27][CH2:26][CH:25]([c:21]3[cH:20][c:19]([NH:18][C:16]([CH:15]([CH3:14])[CH3:31])=[O:17])[cH:24][cH:23][cH:22]3)[CH2:30][CH2:29]2)[CH3:13])[cH:5][cH:6][cH:7]1. Reactants: Cc1cc(CC(c2cccc(Br)n2)N2C(=O)c3ccccc3C2=O)cc2cn(COCC[Si](C)(C)C)nc12, CO, NN. Yields the product Cc1cc(CC(N)c2cccc(Br)n2)cc2cn(COCC[Si](C)(C)C)nc12. RXN SMILES: [Br:1][c:2]1[cH:3][cH:4][cH:5][c:6]([CH:8]([CH2:9][c:10]2[cH:11][c:12]3[cH:13][n:14]([CH2:20][O:21][CH2:22][CH2:23][Si:24]([CH3:25])([CH3:26])[CH3:27])[n:15][c:16]3[c:17]([CH3:19])[cH:18]2)[N:28]2[C:29](=[O:30])[c:31]3[c:32]([cH:33][cH:34][cH:35][cH:36]3)[C:37]2=[O:38])[n:7]1.[CH3:41][OH:42].[NH2:39][NH2:40]>>[Br:1][c:2]1[cH:3][cH:4][cH:5][c:6]([CH:8]([CH2:9][c:10]2[cH:11][c:12]3[cH:13][n:14]([CH2:20][O:21][CH2:22][CH2:23][Si:24]([CH3:25])([CH3:26])[CH3:27])[n:15][c:16]3[c:17]([CH3:19])[cH:18]2)[NH2:28])[n:7]1. Starting materials: Cc1ccccc1Br, CC(C)(C)P(C(C)(C)C)C(C)(C)C, CCCCNCCCC, Cc1ccccc1, CC(=O)[O-], CC(=O)[O-], [Pd+2]. The product is CCCCN(CCCC)c1ccccc1C. As a reaction SMILES: [Br:1][c:2]1[c:3]([CH3:8])[cH:4][cH:5][cH:6][cH:7]1.[C:18]([P:19]([C:20]([CH3:21])([CH3:22])[CH3:23])[C:24]([CH3:25])([CH3:26])[CH3:27])([CH3:28])([CH3:29])[CH3:30].[CH2:9]([CH2:10][CH2:11][CH3:12])[NH:13][CH2:14][CH2:15][CH2:16][CH3:17].[CH3:31][c:32]1[cH:33][cH:34][cH:35][cH:36][cH:37]1.[O-:39][C:40]([CH3:41])=[O:42].[O-:43][C:44]([CH3:45])=[O:46].[Pd+2:38]>>[c:2]1([N:13]([CH2:9][CH2:10][CH2:11][CH3:12])[CH2:14][CH2:15][CH2:16][CH3:17])[c:3]([CH3:8])[cH:4][cH:5][cH:6][cH:7]1.